The task is: describe an organic reaction: reactants, conditions, products, and yield. This data is from the Open Reaction Database (ORD), a public repository of structured organic reaction records. Yields the product Cc1c(C(=O)OC(C)(C)C)oc2ccc(CO)c(O)c12. Reaction SMILES: [C:1]([CH3:2])([CH3:3])([CH3:4])[O:5][C:6](=[O:7])[c:8]1[o:9][c:10]2[c:11]([c:12]1[CH3:13])[c:14]([OH:20])[c:15]([CH:18]=[O:19])[cH:16][cH:17]2.[C:21]([BH3-:22])#[N:23].[CH2:25]1[O:26][CH2:27][CH2:28][CH2:29]1.[Na+:24]>>[C:1]([CH3:2])([CH3:3])([CH3:4])[O:5][C:6](=[O:7])[c:8]1[o:9][c:10]2[c:11]([c:12]1[CH3:13])[c:14]([OH:20])[c:15]([CH2:18][OH:19])[cH:16][cH:17]2. The reactants are Cc1c(C(=O)OC(C)(C)C)oc2ccc(C=O)c(O)c12, [BH3-]C#N, C1CCOC1, [Na+]. Reactants: C(CCC)OCCOC1=CC=C(C=C1)C=1C=CC2=C(C=C(CCN2CC2CCCCC2)C(=O)OC)C1 (methyl 7-[4-(2-butoxyethoxy)phenyl]-1-cyclohexylmethyl-2,3-dihydro-1H-1-benzazepine-4-carboxylate), [OH-].[Na+] (sodium hydroxide). Run in CO (methanol), C1CCOC1 (THF). Reaction conditions: time 8 hour. Product: C(CCC)OCCOC1=CC=C(C=C1)C=1C=CC2=C(C=C(CCN2CC2CCCCC2)C(=O)O)C1 (7-[4-(2-butoxyethoxy)phenyl]-1-cyclohexylmethyl-2,3-dihydro-1H-1-benzazepine-4-carboxylic acid). Yield: 89.0%. RXN SMILES: [CH2:1]([O:5][CH2:6][CH2:7][O:8][C:9]1[CH:14]=[CH:13][C:12]([C:15]2[CH:16]=[CH:17][C:18]3[N:24]([CH2:25][CH:26]4[CH2:31][CH2:30][CH2:29][CH2:28][CH2:27]4)[CH2:23][CH2:22][C:21]([C:32]([O:34]C)=[O:33])=[CH:20][C:19]=3[CH:36]=2)=[CH:11][CH:10]=1)[CH2:2][CH2:3][CH3:4].[OH-].[Na+]>CO.C1COCC1>[CH2:1]([O:5][CH2:6][CH2:7][O:8][C:9]1[CH:10]=[CH:11][C:12]([C:15]2[CH:16]=[CH:17][C:18]3[N:24]([CH2:25][CH:26]4[CH2:27][CH2:28][CH2:29][CH2:30][CH2:31]4)[CH2:23][CH2:22][C:21]([C:32]([OH:34])=[O:33])=[CH:20][C:19]=3[CH:36]=2)=[CH:13][CH:14]=1)[CH2:2][CH2:3][CH3:4] |f:1.2|. Procedure details: In methanol (25 ml) and THF (25 ml) was dissolved methyl 7-[4-(2-butoxyethoxy)phenyl]-1-cyclohexylmethyl-2,3-dihydro-1H-1-benzazepine-4-carboxylate (0.37 g). To the solution was added 1N sodium hydroxide solution (7.5 ml), and the mixture was stirred at room temperature overnight and concentrated, which was neutralized with 1N hydrochloric acid and extracted with ethyl acetate. The organic layer was washed with water and saturated brine and dried with anhydrous magnesium sulfate. The solvent was... The reactants are Cl (hydrochloric acid), solution, [OH-].[Na+] (sodium hydroxide), CC1=CC(=C2C(=N1)N(C(=N2)CC)CC2=CC(=C(C=C2)OC(C2=CC=CC=C2)C(=O)OC)CCC)C (5,7-dimethyl-2-ethyl-3-[4-(1-carbomethoxy-1-phenylmethoxy)-3-propylphenylmethyl]-3H-imidazo-[4,5-b]pyridine). Solvent: CO (methanol). Run at time 3 hour. Yields the product C(=O)(O)C(OC1=C(C=C(C=C1)CN1C(=NC=2C1=NC(=CC2C)C)CC)CCC)C2=CC=CC=C2 (3-[4-(1-carboxy-1-phenylmethoxy)-3-propylphenylmethyl]-5,7-dimethyl-2-ethyl-3H-imidazo-[4,5-b]pyridine). The yield is 509.9%. Reaction SMILES: [CH3:1][C:2]1[N:7]=[C:6]2[N:8]([CH2:13][C:14]3[CH:19]=[CH:18][C:17]([O:20][CH:21]([C:28]([O:30]C)=[O:29])[C:22]4[CH:27]=[CH:26][CH:25]=[CH:24][CH:23]=4)=[C:16]([CH2:32][CH2:33][CH3:34])[CH:15]=3)[C:9]([CH2:11][CH3:12])=[N:10][C:5]2=[C:4]([CH3:35])[CH:3]=1.[OH-].[Na+].Cl>CO>[C:28]([CH:21]([C:22]1[CH:23]=[CH:24][CH:25]=[CH:26][CH:27]=1)[O:20][C:17]1[CH:18]=[CH:19][C:14]([CH2:13][N:8]2[C:6]3=[N:7][C:2]([CH3:1])=[CH:3][C:4]([CH3:35])=[C:5]3[N:10]=[C:9]2[CH2:11][CH3:12])=[CH:15][C:16]=1[CH2:32][CH2:33][CH3:34])([OH:30])=[O:29] |f:1.2|. Procedure: To a solution of 0.042 g (0.09 mmol) of the product of Step B dissolved in 1.0 mL of methanol was added 0.1 mL of a 1.0N solution of sodium hydroxide and the reaction mixture was stirred for 3 hours at room temperature. The reaction mixture was then adjusted to pH 7 with 1.0N hydrochloric acid and then partitioned between ethyl acetate and water. The organic layer was separated, dried (MgSO4), filtered, evaporated and then purified on a silica gel flash chromatography column eluted with chlorofo... Starting materials: C(CCC)C1=CC=C(C(N1CC1=CC=C(C=C1)C1=C(C=CC=C1)C(=O)OC)=O)CC#N (6-butyl-3-cyanomethyl-1-(2'-methoxycarbonylbiphenyl-4-ylmethyl)-1,2-dihydro-2-oxopyridine), [OH-].[K+] (KOH), Cl (hydrochloric acid). Run at time 3 hour. Product: C(CCC)C1=CC=C(C(N1CC1=CC=C(C=C1)C1=C(C=CC=C1)C(=O)O)=O)CC(N)=O (6-Butyl-3-carbamoylmethyl-1-(2'-carboxybiphenyl-4-ylmethyl)-1,2-dihydro-2-oxopyridine). Reaction SMILES: [CH2:1]([C:5]1[N:10]([CH2:11][C:12]2[CH:17]=[CH:16][C:15]([C:18]3[CH:23]=[CH:22][CH:21]=[CH:20][C:19]=3[C:24]([O:26]C)=[O:25])=[CH:14][CH:13]=2)[C:9](=[O:28])[C:8]([CH2:29][C:30]#[N:31])=[CH:7][CH:6]=1)[CH2:2][CH2:3][CH3:4].[OH-:32].[K+].Cl>>[CH2:1]([C:5]1[N:10]([CH2:11][C:12]2[CH:17]=[CH:16][C:15]([C:18]3[CH:23]=[CH:22][CH:21]=[CH:20][C:19]=3[C:24]([OH:26])=[O:25])=[CH:14][CH:13]=2)[C:9](=[O:28])[C:8]([CH2:29][C:30](=[O:32])[NH2:31])=[CH:7][CH:6]=1)[CH2:2][CH2:3][CH3:4] |f:1.2|. Procedure: A mixture of 400 mg of 6-butyl-3-cyanomethyl-1-(2'-methoxycarbonylbiphenyl-4-ylmethyl)-1,2-dihydro-2-oxopyridine and 2.2 ml of 1N aqueous KOH solution is boiled for 3 hours, cooled and acidified with hydrochloric acid. 6-Butyl-3-carbamoylmethyl-1-(2'-carboxybiphenyl-4-ylmethyl)-1,2-dihydro-2-oxopyridine is obtained after conventional working-up. Starting materials: CN, COC(=O)c1ccc(F)c([N+](=O)[O-])c1, C1CCOC1. Product: CNc1ccc(C(=O)OC)cc1[N+](=O)[O-]. RXN SMILES: [CH3:15][NH2:16].[CH3:1][O:2][C:3]([c:4]1[cH:5][c:6]([N+:11](=[O:12])[O-:13])[c:7]([F:10])[cH:8][cH:9]1)=[O:14].[O:17]1[CH2:18][CH2:19][CH2:20][CH2:21]1>>[CH3:1][O:2][C:3]([c:4]1[cH:5][c:6]([N+:11](=[O:12])[O-:13])[c:7]([NH:16][CH3:15])[cH:8][cH:9]1)=[O:14]. The reactants are C1(CCCCC1)C1=CC=C(C=C1)O (4-cyclohexyl-phenol), B(F)(F)F (boron trifluoride), C(C)(=O)O (acetic acid). Reaction conditions: time 15 minute. Yields the product OC1=C(C=C(C=C1)C1CCCCC1)C(C)=O (1-(2-hydroxy-5-cyclohexylphenyl)-ethanone). As a reaction SMILES: [CH:1]1([C:7]2[CH:12]=[CH:11][C:10]([OH:13])=[CH:9][CH:8]=2)[CH2:6][CH2:5][CH2:4][CH2:3][CH2:2]1.B(F)(F)F.[C:18](O)(=[O:20])[CH3:19]>>[OH:13][C:10]1[CH:9]=[CH:8][C:7]([CH:1]2[CH2:2][CH2:3][CH2:4][CH2:5][CH2:6]2)=[CH:12][C:11]=1[C:18](=[O:20])[CH3:19]. Procedure details: 35.25 g of 4-cyclohexyl-phenol were added in small amounts at 5° to 10° C. to a solution of 46 g of boron trifluoride in 110 ml of concentrated acetic acid and the mixture was held at 50° C. for 15 minutes and then at 75° C. for 21 hours. The mixture was poured into ice and the aqueous phase was extracted 3 times with 200 ml of ether. The ether phase was treated with powdered sodium bicarbonate and was stirred for 16 hours and was then filtered. The filtrate was washed with water until the wash ... Reactants: 13, N1(C=NC=C1)CC=1C=C2C(=CC(NC2=CC1)=O)C (6-(1H-imidazol-1-ylmethyl)-4-methyl-2(1H)-quinolinone), P(=O)(Cl)(Cl)Cl (phosphoryl chloride). Product: ClC1=NC2=CC=C(C=C2C(=C1)C)CN1C=NC=C1 (2-chloro-6-(1H-imidazol-1-ylmethyl)-4-methylquinoline). Isolated yield 12.5%. Reaction SMILES: [N:1]1([CH2:6][C:7]2[CH:8]=[C:9]3[C:14](=[CH:15][CH:16]=2)[NH:13][C:12](=O)[CH:11]=[C:10]3[CH3:18])[CH:5]=[CH:4][N:3]=[CH:2]1.P(Cl)(Cl)([Cl:21])=O>>[Cl:21][C:12]1[CH:11]=[C:10]([CH3:18])[C:9]2[C:14](=[CH:15][CH:16]=[C:7]([CH2:6][N:1]3[CH:5]=[CH:4][N:3]=[CH:2]3)[CH:8]=2)[N:13]=1. Procedure: A solution of 13 parts of 6-(1H-imidazol-1-ylmethyl)-4-methyl-2(1H)-quinolinone in 55 parts of phosphoryl chloride was stirred for 1 hour at room temperature. After evaporation, the residue was purified by column chromatography over silica gel using a mixture of trichloromethane and methanol (95:5 by volume) as eluent. The pure fractions were collected and the eluent was evaporated. The residue was crystallized from a mixture of acetonitrile and 2,2'-oxybispropane. The product was filtered off a...